From a dataset of the Open Reaction Database (ORD), a public repository of structured organic reaction records. describe an organic reaction: reactants, conditions, products, and yield Starting materials: COC(C(CC(=O)OCC)=O)OC (ethyl 4,4-dimethoxy-3-oxo-butyrate), C(C1=CC=CC=C1)O (benzyl alcohol), P(=O)([O-])([O-])[O-] (phosphate). The reagents and catalysts are CN(C1=CC=NC=C1)C (4-dimethylaminopyridine). Run in C1(=CC=CC=C1)C (toluene). Product: COC(C(CC(=O)OCC1=CC=CC=C1)=O)OC (benzyl 4,4-dimethoxy-3-oxobutyrate). As a reaction SMILES: [CH3:1][O:2][CH:3]([O:12][CH3:13])[C:4](=[O:11])[CH2:5][C:6]([O:8][CH2:9][CH3:10])=[O:7].C(O)[C:15]1[CH:20]=[CH:19]C=[CH:17][CH:16]=1.P([O-])([O-])([O-])=O>CN(C)C1C=CN=CC=1.C1(C)C=CC=CC=1>[CH3:1][O:2][CH:3]([O:12][CH3:13])[C:4](=[O:11])[CH2:5][C:6]([O:8][CH2:9][C:10]1[CH:19]=[CH:20][CH:15]=[CH:16][CH:17]=1)=[O:7]. Reported procedure: 2.68 g (14.1 mmol) of ethyl 4,4-dimethoxy-3-oxo-butyrate, 3.62 ml (34.9 mmol) of benzyl alcohol and 244 mg (2.0 mmol) of 4-dimethylaminopyridine were heated under reflux in 40 ml of toluene for three nights. A phosphate buffer solution was added to the obtained reaction solution. After the extraction with ethyl acetate, the organic layer was washed with a saturated aqueous salt solution and then dried over anhydrous sodium sulfate. The solvent was evaporated under reduced pressure, and the resid... Reactants: C(N)(=S)C1=CC=C(C(=O)O)C=C1 (4-(thiocarbamoyl) benzoic acid), CCC(COC(=O)C=1C=C(C(=C(C1)OC)OC)OC)(C=2C=CC=CC2)N(C)C (trimebutine), O (water). The solvent is C(C)O (ethyl alcohol). Yields the product C(N)(=S)C1=CC=C(C(=O)O)C=C1.CN(C(COC(C1=CC(=C(C(=C1)OC)OC)OC)=O)(CC)C1=CC=CC=C1)C (3,4,5-trimethoxybenzoic acid 2-(dimethylamino)-2-phenylbutyl ester 4-thiocarbamoyl benzoate). Reaction SMILES: [C:1]([C:4]1[CH:12]=[CH:11][C:7]([C:8]([OH:10])=[O:9])=[CH:6][CH:5]=1)(=[S:3])[NH2:2].[CH3:13][CH2:14][C:15]([N:38]([CH3:40])[CH3:39])([C:32]1[CH:33]=[CH:34][CH:35]=[CH:36][CH:37]=1)[CH2:16][O:17][C:18]([C:20]1[CH:21]=[C:22]([O:30][CH3:31])[C:23]([O:28][CH3:29])=[C:24]([O:26][CH3:27])[CH:25]=1)=[O:19].O>C(O)C>[C:1]([C:4]1[CH:12]=[CH:11][C:7]([C:8]([OH:10])=[O:9])=[CH:6][CH:5]=1)(=[S:3])[NH2:2].[CH3:40][N:38]([CH3:39])[C:15]([C:32]1[CH:37]=[CH:36][CH:35]=[CH:34][CH:33]=1)([CH2:14][CH3:13])[CH2:16][O:17][C:18](=[O:19])[C:20]1[CH:25]=[C:24]([O:26][CH3:27])[C:23]([O:28][CH3:29])=[C:22]([O:30][CH3:31])[CH:21]=1 |f:4.5|. Procedure details: To a mixture of 4-(thiocarbamoyl) benzoic acid (0.1 mol) and trimebutine (0.1 mol), water (200 mL) and ethyl alcohol (20 mL) have been added and the resulting suspension has been stirred at room temperature until clear. Then the solution has been frozen and lyophilized furnishing the desired salt (quantitative yield). Reactants: ClC=1C=C2N=C3C=CC(=CC3=C(C2=CC1)Cl)OC (6,9-dichloro-2-methoxyacridine), C1(CC1)CN(CCCCN)C (N1-(cyclopropylmethyl)-N1-methylbutane-1,4-diamine). Product: ClC=1C=C2N=C3C=CC(=CC3=C(C2=CC1)NCCCCN(C)CC1CC1)OC (N1-(6-Chloro-2-methoxyacridin-9-yl)-N4-(cyclopropylmethyl)-N4-methylbutane-1,4-diamine). Reaction SMILES: [Cl:1][C:2]1[CH:3]=[C:4]2[C:13](=[CH:14][CH:15]=1)[C:12](Cl)=[C:11]1[C:6]([CH:7]=[CH:8][C:9]([O:17][CH3:18])=[CH:10]1)=[N:5]2.[CH:19]1([CH2:22][N:23]([CH3:29])[CH2:24][CH2:25][CH2:26][CH2:27][NH2:28])[CH2:21][CH2:20]1>>[Cl:1][C:2]1[CH:3]=[C:4]2[C:13](=[CH:14][CH:15]=1)[C:12]([NH:28][CH2:27][CH2:26][CH2:25][CH2:24][N:23]([CH2:22][CH:19]1[CH2:21][CH2:20]1)[CH3:29])=[C:11]1[C:6]([CH:7]=[CH:8][C:9]([O:17][CH3:18])=[CH:10]1)=[N:5]2. Procedure: Following the general procedure of Example 1 and making non-critical variations but using 6,9-dichloro-2-methoxyacridine and N1-(cyclopropylmethyl)-N1-methylbutane-1,4-diamine (Step 1), the title compound was obtained; MS (Found M+1=398). 1H NMR (CDCl3, 300 Hz): 8.05-7.94 (m, 3H), 7.40-7.36 (m, 1H), 7.26-7.23 (m, 2H), 3.93 (s, 3H), 3.75-3.71 (t, 2H, J=6 Hz), 2.48-2.43 (t, 2H, J=6 Hz), 2.29-2.22 (m, 5H), 1.85-1.78 (m, 2H), 1.76-1.65 (m, 2H), 0.87-0.85 (m, 1H), 0.50-0.45 (d, 2H, J=2.4 Hz), 0.09-0.... Reactants: OC1=CC(CC1C1=CC=CC=C1)=O (3-hydroxy-4-phenyl-cyclopent-2-enone), C(C1=CC=CC=C1)=O (benzaldehyde), N1C=C(C2=CC=CC=C12)CCNC(C)=O (N-[2-(1H-indol-3-yl)-ethyl]-acetamide). The product is OC1=C(C(CC1C1=CC=CC=C1)=O)C(C=1NC2=CC=CC=C2C1CCNC(C)=O)C1=CC=CC=C1 (N-(2-{2-[(2-Hydroxy-5-oxo-3-phenyl-cyclopent-1-enyl)-phenyl-methyl]-1H-indol-3-yl}-ethyl)-acetamide). As a reaction SMILES: [OH:1][C:2]1[CH:6]([C:7]2[CH:12]=[CH:11][CH:10]=[CH:9][CH:8]=2)[CH2:5][C:4](=[O:13])[CH:3]=1.[CH:14](=O)[C:15]1[CH:20]=[CH:19][CH:18]=[CH:17][CH:16]=1.[NH:22]1[C:30]2[C:25](=[CH:26][CH:27]=[CH:28][CH:29]=2)[C:24]([CH2:31][CH2:32][NH:33][C:34](=[O:36])[CH3:35])=[CH:23]1>>[OH:1][C:2]1[CH:6]([C:7]2[CH:12]=[CH:11][CH:10]=[CH:9][CH:8]=2)[CH2:5][C:4](=[O:13])[C:3]=1[CH:14]([C:15]1[CH:20]=[CH:19][CH:18]=[CH:17][CH:16]=1)[C:23]1[NH:22][C:30]2[C:25]([C:24]=1[CH2:31][CH2:32][NH:33][C:34](=[O:36])[CH3:35])=[CH:26][CH:27]=[CH:28][CH:29]=2. Reported procedure: Using general procedure C, 3-hydroxy-4-phenyl-cyclopent-2-enone (Lit. 17) was reacted with benzaldehyde and N-[2-(1H-indol-3-yl)-ethyl]-acetamide to give the title compound as a pink solid. MS: 465.0 ([M+H]+). Reactants: O=C([O-])O, CC(=O)C1(Cc2ccc(Cl)cc2)CCNCC1, CC#N, ClCc1ccccc1, Cl, [Na+]. Yields the product CC(=O)C1(Cc2ccc(Cl)cc2)CCN(Cc2ccccc2)CC1. RXN SMILES: [C:19](=[O:20])([OH:21])[O-:22].[C:2]([CH3:3])(=[O:4])[C:5]1([CH2:11][c:12]2[cH:13][cH:14][c:15]([Cl:18])[cH:16][cH:17]2)[CH2:6][CH2:7][NH:8][CH2:9][CH2:10]1.[CH3:32][C:33]#[N:34].[Cl:24][CH2:25][c:26]1[cH:27][cH:28][cH:29][cH:30][cH:31]1.[ClH:1].[Na+:23]>>[C:2]([CH3:3])(=[O:4])[C:5]1([CH2:11][c:12]2[cH:13][cH:14][c:15]([Cl:18])[cH:16][cH:17]2)[CH2:6][CH2:7][N:8]([CH2:25][c:26]2[cH:27][cH:28][cH:29][cH:30][cH:31]2)[CH2:9][CH2:10]1.